From a dataset of the Open Reaction Database (ORD), a public repository of structured organic reaction records. describe an organic reaction: reactants, conditions, products, and yield Starting materials: N1(CCOCC1)C=1N=C(NC(C1)=O)CC(=O)[O-].[Na+] (sodium [4-(morpholin-4-yl)-6-oxo-1,6-dihydropyrimidin-2-yl]acetate), FC1=C(C=C(N)C=C1)OC (4-fluoro-3-methoxyaniline). The product is FC1=C(C=C(C=C1)NC(CC=1NC(C=C(N1)N1CCOCC1)=O)=O)OC (N-(4-fluoro-3-methoxyphenyl)-2-[4-(morpholin-4-yl)-6-oxo-1,6-dihydropyrimidin-2-yl]acetamide). Isolated yield 75.5%. Reaction SMILES: [N:1]1([C:7]2[N:8]=[C:9]([CH2:14][C:15]([O-:17])=O)[NH:10][C:11](=[O:13])[CH:12]=2)[CH2:6][CH2:5][O:4][CH2:3][CH2:2]1.[Na+].[F:19][C:20]1[CH:26]=[CH:25][C:23]([NH2:24])=[CH:22][C:21]=1[O:27][CH3:28]>>[F:19][C:20]1[CH:26]=[CH:25][C:23]([NH:24][C:15](=[O:17])[CH2:14][C:9]2[NH:10][C:11](=[O:13])[CH:12]=[C:7]([N:1]3[CH2:2][CH2:3][O:4][CH2:5][CH2:6]3)[N:8]=2)=[CH:22][C:21]=1[O:27][CH3:28] |f:0.1|. Procedure details: The product is prepared according to the procedure described in Example 5, using 250 mg of sodium [4-(morpholin-4-yl)-6-oxo-1,6-dihydropyrimidin-2-yl]acetate and 520 mg of 4-fluoro-3-methoxyaniline in place of the 2,4-difluoroaniline. 262 mg of N-(4-fluoro-3-methoxyphenyl)-2-[4-(morpholin-4-yl)-6-oxo-1,6-dihydropyrimidin-2-yl]acetamide are obtained in the form of a white solid, the characteristics of which are the following: The reactants are O1CCOCC1 (dioxane), ClC1=NC=CC2=CC(=CC=C12)S(=O)(=O)N(C=1SC=CN1)CC1=CC=C(C=C1)OC (1-chloro-N-(4-methoxybenzyl)-N-(thiazol-2-yl)isoquinoline-6-sulfonamide), ClC1=CC(=C(C=C1)B(O)O)O ((4-chloro-2-hydroxyphenyl)boronic acid), C([O-])([O-])=O.[K+].[K+] (potassium carbonate). The reagents and catalysts are C=1C=CC(=CC1)[P](C=2C=CC=CC2)(C=3C=CC=CC3)[Pd]([P](C=4C=CC=CC4)(C=5C=CC=CC5)C=6C=CC=CC6)([P](C=7C=CC=CC7)(C=8C=CC=CC8)C=9C=CC=CC9)[P](C=1C=CC=CC1)(C=1C=CC=CC1)C=1C=CC=CC1 (Pd(Ph3P)4). Solvent: O (Water). Yields the product ClC1=CC(=C(C=C1)C1=NC=CC2=CC(=CC=C12)S(=O)(=O)N(C=1SC=CN1)CC1=CC=C(C=C1)OC)O (1-(4-CHLORO-2-HYDROXYPHENYL)-N-(4-METHOXYBENZYL)-N-(THIAZOL-2-YL)ISOQUINOLINE-6-SULFONAMIDE). As a reaction SMILES: Cl[C:2]1[C:11]2[C:6](=[CH:7][C:8]([S:12]([N:15]([CH2:21][C:22]3[CH:27]=[CH:26][C:25]([O:28][CH3:29])=[CH:24][CH:23]=3)[C:16]3[S:17][CH:18]=[CH:19][N:20]=3)(=[O:14])=[O:13])=[CH:9][CH:10]=2)[CH:5]=[CH:4][N:3]=1.[Cl:30][C:31]1[CH:36]=[CH:35][C:34](B(O)O)=[C:33]([OH:40])[CH:32]=1.C(=O)([O-])[O-].[K+].[K+].O1CCOCC1>C1C=CC([P]([Pd]([P](C2C=CC=CC=2)(C2C=CC=CC=2)C2C=CC=CC=2)([P](C2C=CC=CC=2)(C2C=CC=CC=2)C2C=CC=CC=2)[P](C2C=CC=CC=2)(C2C=CC=CC=2)C2C=CC=CC=2)(C2C=CC=CC=2)C2C=CC=CC=2)=CC=1.O>[Cl:30][C:31]1[CH:36]=[CH:35][C:34]([C:2]2[C:11]3[C:6](=[CH:7][C:8]([S:12]([N:15]([CH2:21][C:22]4[CH:27]=[CH:26][C:25]([O:28][CH3:29])=[CH:24][CH:23]=4)[C:16]4[S:17][CH:18]=[CH:19][N:20]=4)(=[O:14])=[O:13])=[CH:9][CH:10]=3)[CH:5]=[CH:4][N:3]=2)=[C:33]([OH:40])[CH:32]=1 |f:2.3.4,^1:56,58,77,96|. Procedure: To a microwave vial charged with 1-chloro-N-(4-methoxybenzyl)-N-(thiazol-2-yl)isoquinoline-6-sulfonamide (Intermediate JJJ) (80 mg, 0.179 mmol), (4-chloro-2-hydroxyphenyl)boronic acid (30.9 mg, 0.179 mmol), potassium carbonate (124 mg, 0.897 mmol) and Pd(Ph3P)4 (20.73 mg, 0.018 mmol) was added dioxane (897 μl) and Water (299 μl) and irradiated at 100° C. for 30 min affording conversion to desired product as the primary species. The organic layer was decanted, the aqueous rinsed with EtOAc and th... Starting materials: O=C1CCC(=O)N1Cl, ClCCl, CC(Nc1ncnc2[nH]c(-c3cccc(CO)c3)cc12)c1ccccc1, c1ccc(P(c2ccccc2)c2ccccc2)cc1. Yields the product CC(Nc1ncnc2[nH]c(-c3cccc(CCl)c3)cc12)c1ccccc1. Reaction SMILES: [Cl:46][N:47]1[C:48](=[O:49])[CH2:50][CH2:51][C:52]1=[O:53].[Cl:54][CH2:55][Cl:56].[c:1]1([CH:7]([CH3:8])[NH:9][c:10]2[c:11]3[c:12]([n:13][cH:14][n:15]2)[nH:16][c:17](-[c:19]2[cH:20][c:21]([CH2:25][OH:26])[cH:22][cH:23][cH:24]2)[cH:18]3)[cH:2][cH:3][cH:4][cH:5][cH:6]1.[c:27]1([P:28]([c:29]2[cH:30][cH:31][cH:32][cH:33][cH:34]2)[c:35]2[cH:36][cH:37][cH:38][cH:39][cH:40]2)[cH:41][cH:42][cH:43][cH:44][cH:45]1>>[c:1]1([CH:7]([CH3:8])[NH:9][c:10]2[c:11]3[c:12]([n:13][cH:14][n:15]2)[nH:16][c:17](-[c:19]2[cH:20][c:21]([CH2:25][Cl:46])[cH:22][cH:23][cH:24]2)[cH:18]3)[cH:2][cH:3][cH:4][cH:5][cH:6]1. The reactants are C1CCOC1, COc1ccc(Nc2ccc(OC)cc2)cc1, CC(=O)C(=O)O, O=S(Cl)Cl, c1ccncc1. Product: COc1ccc(N(C(=O)C(C)=O)c2ccc(OC)cc2)cc1. Reaction SMILES: [CH2:34]1[O:35][CH2:36][CH2:37][CH2:38]1.[CH3:11][O:12][c:13]1[cH:14][cH:15][c:16]([NH:19][c:20]2[cH:21][cH:22][c:23]([O:26][CH3:27])[cH:24][cH:25]2)[cH:17][cH:18]1.[CH3:1][C:2](=[O:3])[C:4]([OH:5])=[O:6].[S:7]([Cl:8])([Cl:9])=[O:10].[cH:28]1[cH:29][cH:30][n:31][cH:32][cH:33]1>>[CH3:1][C:2](=[O:3])[C:4](=[O:6])[N:19]([c:16]1[cH:15][cH:14][c:13]([O:12][CH3:11])[cH:18][cH:17]1)[c:20]1[cH:21][cH:22][c:23]([O:26][CH3:27])[cH:24][cH:25]1. The product is COC1COC2=C(C=C3C(=NC=NC3=C2)O)O1 (7-methoxy-[1,4]dioxano[2,3-g]quinazolin-4-ol). Reaction SMILES: [NH2:1][C:2]1[C:3]([C:15]([OH:17])=O)=[CH:4][C:5]2[O:10][CH:9](COC)[CH2:8][O:7][C:6]=2[CH:14]=1.[N:18]1[CH:23]=CC=NN=1.N1CCCCC1.[CH3:30][OH:31]>>[CH3:30][O:31][CH:9]1[O:10][C:5]2[CH:4]=[C:3]3[C:2](=[CH:14][C:6]=2[O:7][CH2:8]1)[N:1]=[CH:23][N:18]=[C:15]3[OH:17]. Starting materials: NC=1C(=CC2=C(OCC(O2)COC)C1)C(=O)O (7-amino-3-methoxymethyl-benzo-1,4-dioxane-6-carboxylic acid), N1=NN=CC=C1 (triazine), N1CCCCC1 (piperidine), CO (methanol). Procedure: The titled compound of Example 5 (0.367 g, 1.53 mmol), triazine (0.19 g, 2.3 mmol) and piperidine (0.015 ml, 0.153 mmol) was dissolved in 10 ml of methanol, followed by refluxing for 4 hours to obtain a white solid, which was then cooled down to a room temperature. The solid compound was filtered, washed with methanol and dried under vacuum to prepare the titled compound (0.240 g, 63%, m.p. 246-251° C.). Reactants: N1=CC(=CC=C1)N=C=O (3-pyridylisocyanate), ClC=1C=C2CCNC2=CC1 (5-Chloroindoline). Yields the product ClC=1C=C2CCN(C2=CC1)C(NC=1C=NC=CC1)=O (5-Chloro-1-(3-pyridylcarbamoyl)indoline). Reaction SMILES: [N:1]1[CH:6]=[CH:5][CH:4]=[C:3]([N:7]=[C:8]=[O:9])[CH:2]=1.[Cl:10][C:11]1[CH:12]=[C:13]2[C:17](=[CH:18][CH:19]=1)[NH:16][CH2:15][CH2:14]2>>[Cl:10][C:11]1[CH:12]=[C:13]2[C:17](=[CH:18][CH:19]=1)[N:16]([C:8](=[O:9])[NH:7][C:3]1[CH:2]=[N:1][CH:6]=[CH:5][CH:4]=1)[CH2:15][CH2:14]2. Procedure details: The title compound was prepared as in the method of (Example 2) from 3-pyridylisocyanate and 5-chloroindoline (D35) to give (E18) (1.4 g, 82%) m.p. 204°-5° C.